From a dataset of the Open Reaction Database (ORD), a public repository of structured organic reaction records. describe an organic reaction: reactants, conditions, products, and yield The reactants are C(C1=CC=CC=C1)OCC=1N(C(=C(N1)SC1=CC(=CC=C1)Cl)C(C)C)C (2-benzyloxymethyl-4-(3-chlorophenylthio)-5-isopropyl-1-methyl-1H-imidazole), C(O)([O-])=O.[Na+] (sodium hydrogen carbonate). The solvent is Cl (hydrochloric acid). Run at temperature 110 celsius. Yields the product ClC=1C=C(C=CC1)SC=1N=C(N(C1C(C)C)C)CO ([4-(3-Chlorophenylthio)-5-isopropyl-1-methyl-1H-imidazol-2-yl]methanol). The yield is 64.9%. Reaction SMILES: C([O:8][CH2:9][C:10]1[N:11]([CH3:26])[C:12]([CH:23]([CH3:25])[CH3:24])=[C:13]([S:15][C:16]2[CH:21]=[CH:20][CH:19]=[C:18]([Cl:22])[CH:17]=2)[N:14]=1)C1C=CC=CC=1.C(=O)([O-])O.[Na+]>Cl>[Cl:22][C:18]1[CH:17]=[C:16]([S:15][C:13]2[N:14]=[C:10]([CH2:9][OH:8])[N:11]([CH3:26])[C:12]=2[CH:23]([CH3:25])[CH3:24])[CH:21]=[CH:20][CH:19]=1 |f:1.2|. Procedure: In 5.8 ml of concented hydrochloric acid was dissolved 580 mg (1.5 mmol)of 2-benzyloxymethyl-4-(3-chlorophenylthio)-5-isopropyl-1-methyl-1H-imidazole (17ab'), and the mixture was refluxed under heating at 110° C. for 6 hours. The reaction mixture was neutralized with a saturated aqueous solution of sodium hydrogen carbonate, and extracted with methylene chloride. The organic layer was washed with water and dried over sodium sulfate, and the solvent was distilled off under reduced pressure. The c... Starting materials: CCCCCCBr, CN(C)C=O, CCOC(C)=O, [H-], O=[N+]([O-])c1cc[nH]n1, [Na+]. Product: CCCCCCn1ccc([N+](=O)[O-])n1. Reaction SMILES: [Br:11][CH2:12][CH2:13][CH2:14][CH2:15][CH2:16][CH3:17].[CH3:18][N:19]([CH3:20])[CH:21]=[O:22].[CH3:23][CH2:24][O:25][C:26](=[O:27])[CH3:28].[H-:9].[N+:1](=[O:2])([O-:3])[c:4]1[n:5][nH:6][cH:7][cH:8]1.[Na+:10]>>[N+:1](=[O:2])([O-:3])[c:4]1[n:5][n:6]([CH2:12][CH2:13][CH2:14][CH2:15][CH2:16][CH3:17])[cH:7][cH:8]1. Reactants: BrC=1C(=NC2=CC=CC=C2C1NCCO)C (3-bromo-N-(2-hydroxyethyl)-2-methyl-4-quinolinamine), CC(C)([O-])C.[K+] (potassium-tert-butoxide), CN(C=O)C (dimethylformamide). Solvent: O (water). Reaction conditions: temperature 80 celsius, time 3 hour. Yields the product CC1=NC=2C=CC=CC2C2=C1OCCN2 (1,2-Dihydro-5-methyl-3H-1,4-oxazino[2,3-c]quinoline). As a reaction SMILES: Br[C:2]1[C:3]([CH3:16])=[N:4][C:5]2[C:10]([C:11]=1[NH:12][CH2:13][CH2:14][OH:15])=[CH:9][CH:8]=[CH:7][CH:6]=2.CC(C)([O-])C.[K+].CN(C)C=O>O>[CH3:16][C:3]1[C:2]2[O:15][CH2:14][CH2:13][NH:12][C:11]=2[C:10]2[CH:9]=[CH:8][CH:7]=[CH:6][C:5]=2[N:4]=1 |f:1.2|. Reported procedure: A mixture of 3-bromo-N-(2-hydroxyethyl)-2-methyl-4-quinolinamine (11.5 g), potassium-tert-butoxide (3.7 g) and 100 ml of dimethylformamide (DMF) was stirred at 80° C. for 3 hours. The mixture was cooled and diluted with 600 ml of water and thereafter kept in a refrigerator for 2 days. The resultant solid was filtered and recrystallized from isopropanol. The yield was 3.3 g, mp 203°-204° C.